Dataset: the Open Reaction Database (ORD), a public repository of structured organic reaction records. Task: describe an organic reaction: reactants, conditions, products, and yield Starting materials: CC(C)(C)OC(=O)Nc1cc(OC(=O)OC(C)(C)C)ccc1F, C[O-], CO, [Na+]. Yields the product CC(C)(C)OC(=O)Nc1cc(O)ccc1F. As a reaction SMILES: [C:1]([O:2][c:3]1[cH:4][c:5]([NH:10][C:11](=[O:12])[O:13][C:14]([CH3:15])([CH3:16])[CH3:17])[c:6]([F:9])[cH:7][cH:8]1)(=[O:18])[O:19][C:20]([CH3:21])([CH3:22])[CH3:23].[CH3:24][O-:25].[CH3:27][OH:28].[Na+:26]>>[OH:2][c:3]1[cH:4][c:5]([NH:10][C:11](=[O:12])[O:13][C:14]([CH3:15])([CH3:16])[CH3:17])[c:6]([F:9])[cH:7][cH:8]1. The reactants are CCO, ClC1=NC2CCCc3cccc(c32)N1, N. Yields the product NC1=NC2CCCc3cccc(c32)N1. RXN SMILES: [CH3:16][CH2:17][OH:18].[Cl:1][C:2]1=[N:13][CH:12]2[CH2:11][CH2:10][CH2:9][c:8]3[cH:7][cH:6][cH:5][c:4]([c:14]32)[NH:3]1.[NH3:15]>>[C:2]1([NH2:15])=[N:13][CH:12]2[CH2:11][CH2:10][CH2:9][c:8]3[cH:7][cH:6][cH:5][c:4]([c:14]32)[NH:3]1.